This data is from the Open Reaction Database (ORD), a public repository of structured organic reaction records. The task is: describe an organic reaction: reactants, conditions, products, and yield The reactants are solution, C(C)(C)[Mg]Cl (i-PrMgCl), solution, [Li]CCCC (n-BuLi), hexanes, CSSC (dimethyldisulfide), BrC=1C=C2C(=C(C(NC2=CC1)=O)C1=CC(=NO1)C)C1=CC=CC=C1 (6-bromo-3-(3-methyl-isoxazol-5-yl)-4-phenyl-1H-quinolin-2-one). Solvent: C1CCOC1 (THF), C1CCOC1 (THF). Reaction conditions: temperature 0 celsius, time 5 minute. The product is CC1=NOC(=C1)C=1C(NC2=CC=C(C=C2C1C1=CC=CC=C1)SC)=O (3-(3-Methyl-isoxazol-5-yl)-6-methylsulfanyl-4-phenyl-1H-quinolin-2-one). As a reaction SMILES: Br[C:2]1[CH:3]=[C:4]2[C:9](=[CH:10][CH:11]=1)[NH:8][C:7](=[O:12])[C:6]([C:13]1[O:17][N:16]=[C:15]([CH3:18])[CH:14]=1)=[C:5]2[C:19]1[CH:24]=[CH:23][CH:22]=[CH:21][CH:20]=1.C([Mg]Cl)(C)C.[Li]CCCC.[CH3:35][S:36]SC>C1COCC1>[CH3:18][C:15]1[CH:14]=[C:13]([C:6]2[C:7](=[O:12])[NH:8][C:9]3[C:4]([C:5]=2[C:19]2[CH:24]=[CH:23][CH:22]=[CH:21][CH:20]=2)=[CH:3][C:2]([S:36][CH3:35])=[CH:11][CH:10]=3)[O:17][N:16]=1. Procedure: A flask was charged with 6-bromo-3-(3-methyl-isoxazol-5-yl)-4-phenyl-1H-quinolin-2-one (30 mg, 0.079 mmol)(example 39), 1 mL of THF and cooled to 0° C. A 2M solution of i-PrMgCl in THF (0.39 mL, 0.077 mmol) was added and the reaction stirred for 5 minutes at 0° C. and then cooled to −78° C. and a 2M solution of n-BuLi in hexanes (0.06 mL, 0.12 mmol) was added. After stirring for 15 minutes dimethyldisulfide (15 mg, 0.16 mmol) was added and the reaction allowed to attain RT and stirred for 30 min... Starting materials: CC(=O)OC(C)=O, O, O=C(O)c1ccc(O)cc1F, O=S(=O)(O)O. Yields the product CC(=O)Oc1ccc(C(=O)O)c(F)c1. As a reaction SMILES: [CH3:12][C:13](=[O:14])[O:15][C:16](=[O:17])[CH3:18].[OH2:24].[OH:1][c:2]1[cH:3][c:4]([F:11])[c:5]([C:6](=[O:7])[OH:8])[cH:9][cH:10]1.[S:19](=[O:20])(=[O:21])([OH:22])[OH:23]>>[O:1]([c:2]1[cH:3][c:4]([F:11])[c:5]([C:6](=[O:7])[OH:8])[cH:9][cH:10]1)[C:13]([CH3:12])=[O:14].